From a dataset of the Open Reaction Database (ORD), a public repository of structured organic reaction records. describe an organic reaction: reactants, conditions, products, and yield Reactants: CS(=O)(=O)Cl (methanesulphonyl chloride), C(#N)C1=CC=C(OC(C(CC2=[N+](C(=CC=C2)C)[O-])O)(C)C)C=C1 (2-[3-(4-cyanophenoxy)-2-hydroxy-3-methylbutyl]-6-methylpyridine N-oxide), CS(=O)(=O)Cl (methanesulphonyl chloride). The solvent is C(C)N(CC)CC (triethylamine), ClCCl (dichloromethane). Product: C(#N)C1=CC=C(OC(C(CC2=[N+](C(=CC=C2)C)[O-])OS(=O)(=O)C)(C)C)C=C1 (2-[3-(4-cyanophenoxy)-2-methanesulphonyloxy-3-methylbutyl]-6methylpyridine N-oxide). Isolated yield 92.3%. As a reaction SMILES: [CH3:1][S:2](Cl)(=[O:4])=[O:3].[C:6]([C:8]1[CH:28]=[CH:27][C:11]([O:12][C:13]([CH3:26])([CH3:25])[CH:14]([OH:24])[CH2:15][C:16]2[CH:21]=[CH:20][CH:19]=[C:18]([CH3:22])[N+:17]=2[O-:23])=[CH:10][CH:9]=1)#[N:7]>C(N(CC)CC)C.ClCCl>[C:6]([C:8]1[CH:9]=[CH:10][C:11]([O:12][C:13]([CH3:26])([CH3:25])[CH:14]([O:24][S:2]([CH3:1])(=[O:4])=[O:3])[CH2:15][C:16]2[CH:21]=[CH:20][CH:19]=[C:18]([CH3:22])[N+:17]=2[O-:23])=[CH:27][CH:28]=1)#[N:7]. Procedure: 573 mg of methanesulphonyl chloride were added to a stirred solution of 1.56 g of 2-[3-(4-cyanophenoxy)-2-hydroxy-3-methylbutyl]-6-methylpyridine N-oxide in 3 ml of triethylamine and 25 ml of dichloromethane at room temperature. After 1 hour a further 573 mg of methanesulphonyl chloride were added and the mixture was stirred until thin-layer chromatography indicated that the reaction was complete. The mixture was washed with dilute hydrochloric acid and 2M sodium hydroxide solution, dried over s... Starting materials: C1(=CC=CC=C1)SC (thioanisole), N12CCN(CC1)CC2 (1,4-diazabicyclo[2,2,2]octane), solution, C(CCC)[Li] (butyl lithium), CCCCCC (hexane). Run in O1CCCC1 (tetrahydrofuran). Run at temperature 0 celsius. Product: C1(=CC=CC=C1)SC[Li] (phenylthiomethyl lithium). As a reaction SMILES: [C:1]1([S:7][CH3:8])[CH:6]=[CH:5][CH:4]=[CH:3][CH:2]=1.N12CCN(CC1)CC2.C([Li:21])CCC.CCCCCC>O1CCCC1>[C:1]1([S:7][CH2:8][Li:21])[CH:6]=[CH:5][CH:4]=[CH:3][CH:2]=1. Reported procedure: A solution of 5.4 g (44 mmol) of thioanisole and 4.89 g (43.6 mmol) of 1,4-diazabicyclo[2,2,2]octane in 44 ml of tetrahydrofuran was placed in an oven-dried flask and cooled to 0° C. A 2.5 M solution of butyl lithium in hexane (17.4 ml, 43.6 mmol) was added with stirring and the mixture allowed to warm to room temperature and react for about 1 hour to form phenylthiomethyl lithium. A solution of 3.14 g (8.71 mmol) of 1-(2-methoxymethoxyphenyl)-1-(3,4-dimethoxy-2-methoxymethoxyphenyl)ethene in te... The reactants are C1(CCCC1)CI (cyclopentylmethyl iodide), C(C)OC(CC1=CC=C(C=C1)S(=O)(=O)CC(C)=O)=O ([4-(2-oxo-propylsulfonyl)-phenyl]-acetic acid ethyl ester), [Li+].CC(C)[N-]C(C)C (LDA). The solvent is C1CCOC1 (THF), COC1=NN(C(=O)S1)CSP(=S)(OC)OC (DMTP), COC1=NN(C(=O)S1)CSP(=S)(OC)OC (DMTP), C1CCOC1 (THF). Run at temperature -78 celsius. Yields the product C(C)OC(C(CC1CCCC1)C1=CC=C(C=C1)S(=O)(=O)CC(C)=O)=O (3-cyclopentyl-2-[4-(2-oxo-propylsulfonyl)-phenyl]-propionic acid ethyl ester). Reaction SMILES: [CH2:1]([O:3][C:4](=[O:19])[CH2:5][C:6]1[CH:11]=[CH:10][C:9]([S:12]([CH2:15][C:16](=[O:18])[CH3:17])(=[O:14])=[O:13])=[CH:8][CH:7]=1)[CH3:2].[Li+].CC([N-]C(C)C)C.[CH:28]1([CH2:33]I)[CH2:32][CH2:31][CH2:30][CH2:29]1>COC1SC(=O)N(CSP(OC)(OC)=S)N=1.C1COCC1>[CH2:1]([O:3][C:4](=[O:19])[CH:5]([C:6]1[CH:7]=[CH:8][C:9]([S:12]([CH2:15][C:16](=[O:18])[CH3:17])(=[O:14])=[O:13])=[CH:10][CH:11]=1)[CH2:33][CH:28]1[CH2:32][CH2:31][CH2:30][CH2:29]1)[CH3:2] |f:1.2|. Reported procedure: A solution of the title B compound, [4-(2-oxo-propylsulfonyl)-phenyl]-acetic acid ethyl ester (8 g, 0.028 mol) in 5 mL of DMTP and 80 mL of THF is cooled to −78 g and then treated with 15 mL of LDA (2 M solution in THF/hexane, 0.030 mol). The reaction is maintained at −78° C. for 20 min and then treated with a solution of 5.91 g (0.028 mL) of cyclopentylmethyl iodide in a mixture of THF (10 mL) and DMTP (3 mL), and the reaction is maintained at −78° C. for 6 h and subsequently at RT for another ... Starting materials: O=C([O-])[O-], O=[N+]([O-])c1ccc(Cl)cc1F, [K+], [K+], CN(C)C=O, c1cnc2nn[nH]c2c1. The product is O=[N+]([O-])c1ccc(Cl)cc1-n1nnc2ncccc21. RXN SMILES: [C:21](=[O:22])([O-:23])[O-:24].[Cl:1][c:2]1[cH:3][c:4]([F:11])[c:5]([N+:8](=[O:9])[O-:10])[cH:6][cH:7]1.[K+:25].[K+:26].[O:27]=[CH:28][N:29]([CH3:30])[CH3:31].[nH:12]1[n:13][n:14][c:15]2[n:16][cH:17][cH:18][cH:19][c:20]12>>[Cl:1][c:2]1[cH:3][c:4](-[n:12]2[n:13][n:14][c:15]3[n:16][cH:17][cH:18][cH:19][c:20]23)[c:5]([N+:8](=[O:9])[O-:10])[cH:6][cH:7]1. Starting materials: CC(=O)Oc1cccc2ccc(=O)[nH]c12, Cl, O. Product: O=c1ccc2cccc(O)c2[nH]1. Reaction SMILES: [C:1](=[O:2])([CH3:3])[O:4][c:5]1[cH:6][cH:7][cH:8][c:9]2[cH:10][cH:11][c:12](=[O:15])[nH:13][c:14]12.[ClH:17].[OH2:16]>>[OH:4][c:5]1[cH:6][cH:7][cH:8][c:9]2[cH:10][cH:11][c:12](=[O:15])[nH:13][c:14]12.